From a dataset of the Open Reaction Database (ORD), a public repository of structured organic reaction records. describe an organic reaction: reactants, conditions, products, and yield The reactants are CN(C)C=1C=C(C=CC1)O (3-(N,N-dimethylamino)phenol), C(=O)(Cl)Cl (phosgene). Run in ClCCl (dichloromethane), C1(=CC=CC=C1)C (toluene). Product: ClC(=O)OC1=CC(=CC=C1)N(C)C (3-(N,N-dimethylamino)phenyl chloroformate). Reaction SMILES: [CH3:1][N:2]([C:4]1[CH:5]=[C:6]([OH:10])[CH:7]=[CH:8][CH:9]=1)[CH3:3].[C:11](Cl)([Cl:13])=[O:12]>ClCCl.C1(C)C=CC=CC=1>[Cl:13][C:11]([O:10][C:6]1[CH:7]=[CH:8][CH:9]=[C:4]([N:2]([CH3:3])[CH3:1])[CH:5]=1)=[O:12]. Reported procedure: A solution of 3-(N,N-dimethylamino)phenol (1.0 g)in dichloromethane (20 ml) was added, dropwise, to a solution of phosgene in toluene (1.93M, 30 ml) previously cooled to -5°. The resulting mixture was stirred at a temperature between -5 to 0° to 30', then decanted and concentrated in vacuo to a brown oil (0.63 g). IR: 1784 (C=O), 1616 and 1572 (C=C) cm-1; 1H-NMR: 7.23 (m); 6.65 (dd); 6.53 (dd); 6.50 (m); 2.96 (s).